The task is: describe an organic reaction: reactants, conditions, products, and yield. This data is from the Open Reaction Database (ORD), a public repository of structured organic reaction records. The reactants are ClC1=CC=C(C=C1)CC#N ((4-chlorophenyl)acetonitrile), BrCCOCCBr (2-bromoethyl ether), CS(=O)C (dimethylsulfoxide), [H-].[Na+] (sodium hydride). Solvent: C(C)OCC (diethyl ether). Run at temperature 25 celsius. Yields the product C(C)(=O)[O-] (acetate), ClC1=CC=C(C=C1)C1(CCOCC1)C#N (4-(4-chlorophenyl)tetrahydropyran-4-carbonitrile). As a reaction SMILES: CS(C)=[O:3].[H-].[Na+].[Cl:7][C:8]1[CH:13]=[CH:12][C:11]([CH2:14][C:15]#[N:16])=[CH:10][CH:9]=1.Br[CH2:18][CH2:19][O:20][CH2:21][CH2:22]Br>C(OCC)C>[C:21]([O-:3])(=[O:20])[CH3:22].[Cl:7][C:8]1[CH:13]=[CH:12][C:11]([C:14]2([C:15]#[N:16])[CH2:22][CH2:21][O:20][CH2:19][CH2:18]2)=[CH:10][CH:9]=1 |f:1.2|. Reported procedure: Into a round-bottom flask under argon fitted with an addition funnel and thermometer was added anhydrous dimethylsulfoxide (60 mL) and sodium hydride (1.17 g, 48.8 mmol, 95%). Then a solution of (4-chlorophenyl)acetonitrile (3.37 g, 22.2 mmol) and 2-bromoethyl ether (90%, 3.41 mL, 24.4 mmol) in diethyl ether (15 mL) was added slowly, while maintaining the reaction temperature at 20-30° C. The reaction mixture was maintained at room temperature for overnight. The reaction mixture was carefully qu...